describe an organic reaction: reactants, conditions, products, and yield From a dataset of the Open Reaction Database (ORD), a public repository of structured organic reaction records. Reactants: FC(C=1C=C(C=C(C1)C(F)(F)F)[Mg]Br)(F)F (3,5-bis(trifluoromethyl)phenylmagnesiumbromide), ClC1=CC(=NC2=CC=C(C=C12)C)C (4-chloro-2,6-dimethylquinoline), Ni(dpp)Cl2, [Mg] (Magnesium), FC(C=1C=C(C=C(C1)C(F)(F)F)Br)(F)F (3,5-bis (trifluoromethyl)phenylbromide). Solvent: C1CCOC1 (THF), C1CCOC1 (THF), O (Water), C1CCOC1 (THF), C1CCOC1 (THF). Run at time 30 minute. Yields the product FC(C=1C=C(C=C(C1)C(F)(F)F)[Mg]Br)(F)F (3,5-bis (trifluoromethyl)phenylmagnesiumbromide), FC(C=1C=C(C=C(C1)C(F)(F)F)C1=CC(=NC2=CC=C(C=C12)C)C)(F)F (4-(3,5-bis(trifluoromethyl)phenyl)-2,6-dimethylquinoline). Reaction SMILES: [Mg].[F:2][C:3]([F:16])([F:15])[C:4]1[CH:5]=[C:6](Br)[CH:7]=[C:8]([C:10]([F:13])([F:12])[F:11])[CH:9]=1.Cl[C:18]1[C:27]2[C:22](=[CH:23][CH:24]=[C:25]([CH3:28])[CH:26]=2)[N:21]=[C:20]([CH3:29])[CH:19]=1.[F:30][C:31]([F:45])([F:44])[C:32]1[CH:33]=[C:34]([Mg:42][Br:43])[CH:35]=[C:36]([C:38]([F:41])([F:40])[F:39])[CH:37]=1>O.C1COCC1>[F:45][C:31]([F:30])([F:44])[C:32]1[CH:33]=[C:34]([Mg:42][Br:43])[CH:35]=[C:36]([C:38]([F:40])([F:41])[F:39])[CH:37]=1.[F:2][C:3]([F:16])([F:15])[C:4]1[CH:5]=[C:6]([C:18]2[C:27]3[C:22](=[CH:23][CH:24]=[C:25]([CH3:28])[CH:26]=3)[N:21]=[C:20]([CH3:29])[CH:19]=2)[CH:7]=[C:8]([C:10]([F:13])([F:12])[F:11])[CH:9]=1. Reported procedure: Magnesium (1.60 g) was added to THF (60 ml) in a nitrogen atmosphere and 3,5-bis (trifluoromethyl)phenylbromide (17.58 g) was dropped. The resulting mixture was stirred for 30 minutes at room temperature and a THF solution of 3,5-bis (trifluoromethyl)phenylmagnesiumbromide was prepared. In a nitrogen atmosphere, 4-chloro-2,6-dimethylquinoline (2.88 g) and Ni(dpp)Cl2 (500 mg) were added to THF (30 ml) and dispersed. The THF solution of 3,5-bis(trifluoromethyl)phenylmagnesiumbromide prepared as ab...